From a dataset of the Open Reaction Database (ORD), a public repository of structured organic reaction records. describe an organic reaction: reactants, conditions, products, and yield Reactants: CCOC(=O)CBr, C1CCOC1, CCCC[N+](CCCC)(CCCC)CCCC, [CH2]C, [H-], [I-], [Na+], OCc1cccnc1. Yields the product CCOC(=O)COCc1cccnc1. As a reaction SMILES: [Br:11][CH2:12][C:13](=[O:14])[O:15][CH2:16][CH3:17].[CH2:18]1[O:19][CH2:20][CH2:21][CH2:22]1.[CH2:24]([N+:25]([CH2:26][CH2:27][CH2:28][CH3:29])([CH2:30][CH2:31][CH2:32][CH3:33])[CH2:34][CH2:35][CH2:36][CH3:37])[CH2:38][CH2:39][CH3:40].[CH2:41][CH3:42].[H-:1].[I-:23].[Na+:2].[n:3]1[cH:4][c:5]([CH2:9][OH:10])[cH:6][cH:7][cH:8]1>>[n:3]1[cH:4][c:5]([CH2:9][O:10][CH2:12][C:13](=[O:14])[O:15][CH2:16][CH3:17])[cH:6][cH:7][cH:8]1. Reactants: C(C)(C)(C)OC(N(C(C)C)C[C@@H]1CN(C[C@@H]1CO)CC1=CC=CC=C1)=O (((3S*,4R*)-1-benzyl-4-hydroxymethyl-pyrrolidin-3-ylmethyl)-isopropyl-carbamic acid tert-butyl ester), C(C)(C)NS(=O)(=O)C1=C(C=CC=C1)[N+](=O)[O-] (N-isopropyl-2-nitro-benzenesulfonamide), C1=CC=C(C=C1)P(C2=CC=CC=C2)C3=CC=CC=C3 (PPh3), N(=NC(=O)OC(C)C)C(=O)OC(C)C (diisopropyl azodicarboxylate). The solvent is C1(=CC=CC=C1)C (toluene), CCOCC.CCCCCC (Et2O hexane). Reaction conditions: time 1 hour. The product is C(C)(C)(C)OC(N(C(C)C)C[C@@H]1CN(C[C@@H]1CN(S(=O)(=O)C1=C(C=CC=C1)[N+](=O)[O-])C(C)C)CC1=CC=CC=C1)=O (((3S*,4R*)-1-Benzyl-4-{[isopropyl-(2-nitro-benzenesulfonyl)-amino]-methyl}-pyrrolidin-3-ylmethyl)-isopropyl-carbamic acid tert-butyl ester). RXN SMILES: [C:1]([O:5][C:6](=[O:26])[N:7]([CH2:11][C@H:12]1[C@@H:16]([CH2:17]O)[CH2:15][N:14]([CH2:19][C:20]2[CH:25]=[CH:24][CH:23]=[CH:22][CH:21]=2)[CH2:13]1)[CH:8]([CH3:10])[CH3:9])([CH3:4])([CH3:3])[CH3:2].[CH:27]([NH:30][S:31]([C:34]1[CH:39]=[CH:38][CH:37]=[CH:36][C:35]=1[N+:40]([O-:42])=[O:41])(=[O:33])=[O:32])([CH3:29])[CH3:28].C1C=CC(P(C2C=CC=CC=2)C2C=CC=CC=2)=CC=1.N(C(OC(C)C)=O)=NC(OC(C)C)=O>C1(C)C=CC=CC=1.CCOCC.CCCCCC>[C:1]([O:5][C:6](=[O:26])[N:7]([CH2:11][C@H:12]1[C@@H:16]([CH2:17][N:30]([CH:27]([CH3:29])[CH3:28])[S:31]([C:34]2[CH:39]=[CH:38][CH:37]=[CH:36][C:35]=2[N+:40]([O-:42])=[O:41])(=[O:32])=[O:33])[CH2:15][N:14]([CH2:19][C:20]2[CH:25]=[CH:24][CH:23]=[CH:22][CH:21]=2)[CH2:13]1)[CH:8]([CH3:10])[CH3:9])([CH3:4])([CH3:3])[CH3:2] |f:5.6|. Reported procedure: To a solution of ((3S*,4R*)-1-benzyl-4-hydroxymethyl-pyrrolidin-3-ylmethyl)-isopropyl-carbamic acid tert-butyl ester (0.60 g, 1.66 mmol), N-isopropyl-2-nitro-benzenesulfonamide (0.49 g, 1.99 mmol), and PPh3 (0.52 g, 1.99 mmol) in toluene (15 mL), is added dropwise diisopropyl azodicarboxylate (0.39 mL, 1.99 mmol) at 0° C. under a nitrogen atmosphere. The solution is stirred for 1 h at room temperature, and then heated at 65° C. for 1 h. The reaction mixture is concentrated. The crude material is... The reactants are [OH-].[Li+] (lithium hydroxide), C(CCC1=CC=CC=C1)Cl (hydrocinnamyl chloride), COC(=C)C (2-Methoxypropene), [OH-].[Li+] (lithium hydroxide), [CH2-]C(=O)C (acetonide), N[C@H]1[C@H](CC2=CC=CC=C12)O ((−)-cis-1-aminoindan-2-ol), [F-].[K+] (KF), C(CCC1=CC=CC=C1)(=O)Cl (hydrocinnamoyl chloride). The solvent is C1CCOC1 (THF). The product is CC1(O[C@H]2[C@@H](N1C(CCC1=CC=CC=C1)=O)C=1C=CC=CC1C2)C ((3aS,8aR)-2,2-dimethyl-3-(3-phenylpropanoyl)-3,3a,8,8a-tetrahydro-2H-indeno[1,2-d][1,3]oxazole). Isolated yield 98.0%. As a reaction SMILES: [OH-].[Li+].[NH2:3][C@@H:4]1[C:12]2[C:7](=[CH:8][CH:9]=[CH:10][CH:11]=2)[CH2:6][C@@H:5]1[OH:13].[F-].[K+].CO[C:18]([CH3:20])=[CH2:19].C(Cl)CCC1C=CC=CC=1.[C:31](Cl)(=[O:40])[CH2:32][CH2:33][C:34]1[CH:39]=[CH:38][CH:37]=[CH:36][CH:35]=1.[CH2-]C(C)=O>C1COCC1>[CH3:20][C:18]1([CH3:19])[N:3]([C:31](=[O:40])[CH2:32][CH2:33][C:34]2[CH:39]=[CH:38][CH:37]=[CH:36][CH:35]=2)[C@H:4]2[C:12]3[CH:11]=[CH:10][CH:9]=[CH:8][C:7]=3[CH2:6][C@H:5]2[O:13]1 |f:0.1,3.4|. Procedure details: Solid lithium hydroxide (anhydrous) (21.55 g, 0.9 mole, 0.9 equiv.) was added to a 3-neck Morton flask equipped with a mechanical stirrer, condenser, thermocouple and nitrogen. Solid (−)-cis-aminoindan-2-ol (3, 149.19 g, 1.0 mole) was then added, followed by dry THF (1.492 L, to give ˜100 g/l batch) at 20° C. The resulting slurry was stirred at 350 RPM. The KF of the solution was <1200 mg/l. 2-Methoxypropene (383.1 ml, 288.47 g, 4.0 mole, 4.0 equiv.) was then added subsurfacely. The flask was th... Product: COc1ccc(C#Cc2ccc3c(c2)NC(=O)CC(c2cccc(C#N)c2)=N3)cc1. Starting materials: C#Cc1ccc(OC)cc1, N#Cc1cccc(C2=Nc3ccc(I)cc3NC(=O)C2)c1. RXN SMILES: [CH3:22][O:23][c:24]1[cH:25][cH:26][c:27]([C:30]#[CH:31])[cH:28][cH:29]1.[I:1][c:2]1[cH:3][c:4]2[c:5]([cH:20][cH:21]1)[N:6]=[C:7]([c:12]1[cH:13][c:14]([C:15]#[N:16])[cH:17][cH:18][cH:19]1)[CH2:8][C:9](=[O:11])[NH:10]2>>[c:2]1([C:31]#[C:30][c:27]2[cH:26][cH:25][c:24]([O:23][CH3:22])[cH:29][cH:28]2)[cH:3][c:4]2[c:5]([cH:20][cH:21]1)[N:6]=[C:7]([c:12]1[cH:13][c:14]([C:15]#[N:16])[cH:17][cH:18][cH:19]1)[CH2:8][C:9](=[O:11])[NH:10]2.